From a dataset of the Open Reaction Database (ORD), a public repository of structured organic reaction records. describe an organic reaction: reactants, conditions, products, and yield The reactants are C(C)(C)(C)OC1=C(CN(CCCN2CCC(CC2)C2=CC=CC=C2)CC2=NC=CC=C2)C=CC=C1 (N-(2-tert-butoxybenzyl)-3-(4-phenylpiperidin-1-yl)-N-(pyridin-2-ylmethyl)propan-1-amine). The solvent is CCOC(=O)C (EtOAc), Cl (HCl). Run at time 3 hour. The product is C1(=CC=CC=C1)C1CCN(CC1)CCCN(CC1=NC=CC=C1)CC1=C(C=CC=C1)O (2-(((3-(4-phenylpiperidin-1-yl)propyl)(pyridin-2-ylmethyl)amino)methyl)phenol). Isolated yield 92.0%. Reaction SMILES: C([O:5][C:6]1[CH:35]=[CH:34][CH:33]=[CH:32][C:7]=1[CH2:8][N:9]([CH2:25][C:26]1[CH:31]=[CH:30][CH:29]=[CH:28][N:27]=1)[CH2:10][CH2:11][CH2:12][N:13]1[CH2:18][CH2:17][CH:16]([C:19]2[CH:24]=[CH:23][CH:22]=[CH:21][CH:20]=2)[CH2:15][CH2:14]1)(C)(C)C>CCOC(C)=O.Cl>[C:19]1([CH:16]2[CH2:15][CH2:14][N:13]([CH2:12][CH2:11][CH2:10][N:9]([CH2:8][C:7]3[CH:32]=[CH:33][CH:34]=[CH:35][C:6]=3[OH:5])[CH2:25][C:26]3[CH:31]=[CH:30][CH:29]=[CH:28][N:27]=3)[CH2:18][CH2:17]2)[CH:24]=[CH:23][CH:22]=[CH:21][CH:20]=1. Reported procedure: Compound 20 (0.15 g, 0.31 mmol) was dissolved in 25 mL EtOAc saturated with HCl and stirred for 3 hr. The solvent was evaporated to dryness. The residue was purified on a silica gel TLC plate that was developed in 8% methanolic NH3 (7 M NH3 in methanol/92% CH2Cl2. The product was obtained as white solid (92%). 1H NMR (CDCl3) δ 8.589 (dd, 1H, Ar), 7.675 (ddd, 1H, Ar), 7.332 (d, 1H, Ar), 7.289 (ddd, 3H, Ar), 7.189 (m, 5H, Ar), 7.009 (dd, 1H, Ar), 6.854 (dd, 1H, Ar), 6.780 (ddd, 1H, Ar), 3.843 (s, ... Starting materials: O=C=Nc1ccc(Cl)cc1Cl, COC(=O)C(Cc1cccc(CCO)c1)C(=O)OC. Yields the product COC(=O)C(Cc1cccc(CCOC(=O)Nc2ccc(Cl)cc2Cl)c1)C(=O)OC. RXN SMILES: [Cl:20][c:21]1[c:22]([N:28]=[C:29]=[O:30])[cH:23][cH:24][c:25]([Cl:27])[cH:26]1.[OH:1][CH2:2][CH2:3][c:4]1[cH:5][c:6]([CH2:7][CH:8]([C:9](=[O:10])[O:11][CH3:12])[C:13](=[O:14])[O:15][CH3:16])[cH:17][cH:18][cH:19]1>>[O:1]([CH2:2][CH2:3][c:4]1[cH:5][c:6]([CH2:7][CH:8]([C:9](=[O:10])[O:11][CH3:12])[C:13](=[O:14])[O:15][CH3:16])[cH:17][cH:18][cH:19]1)[C:29]([NH:28][c:22]1[c:21]([Cl:20])[cH:26][c:25]([Cl:27])[cH:24][cH:23]1)=[O:30]. The reactants are ClC=1C=C2C=C(NC2=CC1)C (5-chloro-2-methylindole), C(#N)[BH3-].[Na+] (sodium cyanoborohydride). Run in C(C)(=O)OCC (ethyl acetate), C(C)(=O)O (acetic acid). Conditions: time 16 hour. Product: ClC=1C=C2CC(NC2=CC1)C ((RS)-5-Chloro-2-methyl-2,3-dihydro-1H-indole). Isolated yield 98.8%. RXN SMILES: [Cl:1][C:2]1[CH:3]=[C:4]2[C:8](=[CH:9][CH:10]=1)[NH:7][C:6]([CH3:11])=[CH:5]2.C([BH3-])#N.[Na+]>C(O)(=O)C.C(OCC)(=O)C>[Cl:1][C:2]1[CH:3]=[C:4]2[C:8](=[CH:9][CH:10]=1)[NH:7][CH:6]([CH3:11])[CH2:5]2 |f:1.2|. Procedure details: To a solution of 5-chloro-2-methylindole (1.00 g, 6.04 mmol) in acetic acid (7 ml) was added portionwise sodium cyanoborohydride (0.76 g, 12.1 mmol) and the reaction mixture was stirred at room temperature for 16 hours. The resulting solution was diluted with ethyl acetate and washed sequentially with water and with 5 N aq. sodium hydroxide solution. The organic phase was dried over sodium sulphate and concentrated in vacuo. The residue was purified by chromatography on silica gel (eluant: hepta... As a reaction SMILES: [C:1]([C:4]1[CH:13]=[C:12]2[C:7]([CH2:8][CH2:9][N:10]([CH2:14][CH2:15][CH2:16][CH2:17][NH:18]C(=O)C(F)(F)F)[CH2:11]2)=[CH:6][CH:5]=1)(=[O:3])[CH3:2].CO.C(=O)([O-])[O-].[K+].[K+]>O>[C:1]([C:4]1[CH:13]=[C:12]2[C:7]([CH2:8][CH2:9][N:10]([CH2:14][CH2:15][CH2:16][CH2:17][NH2:18])[CH2:11]2)=[CH:6][CH:5]=1)(=[O:3])[CH3:2] |f:2.3.4|. Yield: 68.8%. The reactants are C(C)(=O)C1=CC=C2CCN(CC2=C1)CCCCNC(C(F)(F)F)=O (7-acetyl-2-(4-trifluoroacetamidobutyl)-1,2,3,4-tetrahydroisoquinoline), CO (methanol), C([O-])([O-])=O.[K+].[K+] (potassium carbonate). The product is C(C)(=O)C1=CC=C2CCN(CC2=C1)CCCCN (7-Acetyl-2-(4-aminobutyl)-1,2,3,4-tetrahydroisoquinoline). Run in O (water). Procedure details: A solution of 7-acetyl-2-(4-trifluoroacetamidobutyl)-1,2,3,4-tetrahydroisoquinoline (0.360 g, 1.05 mmol) was added to a stirred mixture of methanol (10 ml), water (1.5 ml) and potassium carbonate (0.769 g, 5.56 mmol) and heated at reflux for 1 h. The mixture was cooled then evaporated in vacuo and the residue partitioned between water (100 ml) and dichloromethane (50 ml). The aqueous phase was washed with dichloromethane (2×50 ml). The combined organic extracts were dried (Na2SO4) and evaporated... The reactants are C(C)N(C(CC(=O)OCC)=O)C1=C(C=CC(=C1)OC)[N+](=O)[O-] (ethyl N-ethyl-N-(5-methoxy-2-nitrophenyl)malonamate), [O-]CC.[Na+] (Sodium ethoxide). The reagents and catalysts are [C].[Pd] (Palladium carbon). Run in C(C)O (ethanol). Product: C(C)N1C2=C(NC(CC1=O)=O)C=CC(=C2)OC (1-ethyl-8-methoxy-1,5-dihydrobenzo[b][1,4]diazepine-2,4-dione). Yield: 49.7%. As a reaction SMILES: [CH2:1]([N:3]([C:12]1[CH:17]=[C:16]([O:18][CH3:19])[CH:15]=[CH:14][C:13]=1[N+:20]([O-])=O)[C:4](=[O:11])[CH2:5][C:6](OCC)=[O:7])[CH3:2].[O-]CC.[Na+]>[C].[Pd].C(O)C>[CH2:1]([N:3]1[C:4](=[O:11])[CH2:5][C:6](=[O:7])[NH:20][C:13]2[CH:14]=[CH:15][C:16]([O:18][CH3:19])=[CH:17][C:12]1=2)[CH3:2] |f:1.2,3.4|. Procedure details: Palladium carbon (10%, 1.1 g) was added to an ethanol solution (250 ml) of ethyl N-ethyl-N-(5-methoxy-2-nitrophenyl)malonamate (21.05 g, 67.8 mmol), and cooled in an ice water bath. Catalytic reduction was conducted at about room temperature. Celite filtration was conducted to remove the catalyst, and the filtrate was concentrated under reduced pressure. The residue was dissolved in tetrahydrofuran (THF) (200 ml). Sodium ethoxide (6.9 g, 102 mmol) was added thereto, and then heating was conducte... Reactants: C(C)(=O)O (acetic acid), CSC=1N=C(SC1[N+](=O)[O-])C=1C=NC=CC1 (4-(methylthio)-5-nitro-2-(pyridin-3-yl)thiazole), [H][H] (Hydrogen). The reagents and catalysts are [Pd] (Pd on carbon). Solvent: C(C)(=O)OCC (ethyl acetate). Reaction conditions: time 2 hour. Yields the product CSC=1N=C(SC1N)C=1C=NC=CC1 (4-(methylthio)-2-(pyridin-3-yl)thiazol-5-amine). Reaction SMILES: [CH3:1][S:2][C:3]1[N:4]=[C:5]([C:11]2[CH:12]=[N:13][CH:14]=[CH:15][CH:16]=2)[S:6][C:7]=1[N+:8]([O-])=O.C(O)(=O)C.[H][H]>C(OCC)(=O)C.[Pd]>[CH3:1][S:2][C:3]1[N:4]=[C:5]([C:11]2[CH:12]=[N:13][CH:14]=[CH:15][CH:16]=2)[S:6][C:7]=1[NH2:8]. Reported procedure: To a nitrogen-purged solution of 4-(methylthio)-5-nitro-2-(pyridin-3-yl)thiazole (253 mg, 1 mmol) in ethyl acetate (50 mL) in a Parr bottle were added glacial acetic acid (601 mg, 10 mmol), followed by Pd on carbon (35 mg, 10% (w)). Hydrogen was added and the mixture was shaken in a Parr shaker for 2 hours and filtered through a bed of Celite®. The filtrate was concentrated under vacuum to give 4-(methylthio)-2-(pyridin-3-yl)thiazol-5-amine as a pale yellow solid, which was placed under high vac... The reactants are C(CCC)[Li] (butyllithium), C1(=CC=CC2=CC=CC=C12)CCC(=O)OC(C)(C)C (t-butyl 3-(1-naphthyl)propionate), C(C=C)Br (allyl bromide), C(C)(C)NC(C)C (diisopropylamine). Run in O (water), CCCCCC (hexane), O1CCCC1 (tetrahydrofuran), O1CCCC1 (tetrahydrofuran). Conditions: temperature -78 celsius, time 15 minute. Yields the product C1(=CC=CC2=CC=CC=C12)CC(C(=O)OC(C)(C)C)CC=C (t-Butyl 2-(1-naphthylmethyl)-4-pentenoate). Isolated yield 91.8%. RXN SMILES: C(N[CH:5]([CH3:7])[CH3:6])(C)C.C([Li])CCC.[C:13]1([CH2:23][CH2:24][C:25]([O:27][C:28]([CH3:31])([CH3:30])[CH3:29])=[O:26])[C:22]2[C:17](=[CH:18][CH:19]=[CH:20][CH:21]=2)[CH:16]=[CH:15][CH:14]=1.C(Br)C=C>CCCCCC.O1CCCC1.O>[C:13]1([CH2:23][CH:24]([CH2:7][CH:5]=[CH2:6])[C:25]([O:27][C:28]([CH3:31])([CH3:30])[CH3:29])=[O:26])[C:22]2[C:17](=[CH:18][CH:19]=[CH:20][CH:21]=2)[CH:16]=[CH:15][CH:14]=1. Reported procedure: A mixture of 100 ml of anhydrous tetrahydrofuran and 10 ml of diisopropylamine was cooled to -78° C. 51 ml (71.4 mmole) of butyllithium in hexane were added to the mixture, which was then stirred for 15 minutes. At the end of this time, a solution of 12.18 g (47.5 mmole) of t-butyl 3-(1-naphthyl)propionate (prepared as described in Preparation 9) dissolved in 20 ml of anhydrous tetrahydrofuran was added to the reaction mixture, and then the mixture was stirred for 15 minutes. 6.9 g (57 mmole) of... Reactants: [BH4-], COc1ccc(OCCCN)cc1, CO, CCCCOC(=O)C(CC)Oc1cccc(C=O)c1, [Na+]. Yields the product CCCCOC(=O)C(CC)Oc1cccc(CNCCCOc2ccc(OC)cc2)c1. RXN SMILES: [BH4-:33].[CH3:1][O:2][c:3]1[cH:4][cH:5][c:6]([O:7][CH2:8][CH2:9][CH2:10][NH2:11])[cH:12][cH:13]1.[CH3:35][OH:36].[CH:14](=[O:15])[c:16]1[cH:17][c:18]([O:19][CH:20]([C:21](=[O:22])[O:23][CH2:24][CH2:25][CH2:26][CH3:27])[CH2:28][CH3:29])[cH:30][cH:31][cH:32]1.[Na+:34]>>[CH3:1][O:2][c:3]1[cH:4][cH:5][c:6]([O:7][CH2:8][CH2:9][CH2:10][NH:11][CH2:14][c:16]2[cH:17][c:18]([O:19][CH:20]([C:21](=[O:22])[O:23][CH2:24][CH2:25][CH2:26][CH3:27])[CH2:28][CH3:29])[cH:30][cH:31][cH:32]2)[cH:12][cH:13]1. The reactants are C(C)(=O)N1C(C(C2=CC=C(C=C12)C(=O)OC)=C(C1=CC=CC=C1)OCC)=O (1-acetyl-3-(1-ethoxy-1-phenylmethylene)-6-methoxycarbonyl-2-indolinone), OC1CCN(CC1)CC1=CC=C(N)C=C1 (4-((4-hydroxy-piperidin-1-yl)-methyl)-aniline). Product: OC1CCN(CC1)CC1=CC=C(N\C(\C2=CC=CC=C2)=C\2/C(NC3=CC(=CC=C23)C(=O)OC)=O)C=C1 (3-Z-[1-(4-((4-hydroxy-piperidin-1-yl)-methyl)-anilino)-1-phenyl-methylene]-6-methoxycarbonyl-2-indolinone). Reaction SMILES: C([N:4]1[C:12]2[C:7](=[CH:8][CH:9]=[C:10]([C:13]([O:15][CH3:16])=[O:14])[CH:11]=2)[C:6](=[C:17](OCC)[C:18]2[CH:23]=[CH:22][CH:21]=[CH:20][CH:19]=2)[C:5]1=[O:27])(=O)C.[OH:28][CH:29]1[CH2:34][CH2:33][N:32]([CH2:35][C:36]2[CH:42]=[CH:41][C:39]([NH2:40])=[CH:38][CH:37]=2)[CH2:31][CH2:30]1>>[OH:28][CH:29]1[CH2:30][CH2:31][N:32]([CH2:35][C:36]2[CH:42]=[CH:41][C:39]([NH:40]/[C:17](=[C:6]3\[C:5](=[O:27])[NH:4][C:12]4[C:7]\3=[CH:8][CH:9]=[C:10]([C:13]([O:15][CH3:16])=[O:14])[CH:11]=4)/[C:18]3[CH:23]=[CH:22][CH:21]=[CH:20][CH:19]=3)=[CH:38][CH:37]=2)[CH2:33][CH2:34]1. Procedure: Prepared from 1-acetyl-3-(1-ethoxy-1-phenylmethylene)-6-methoxycarbonyl-2-indolinone and 4-((4-hydroxy-piperidin-1-yl)-methyl)-aniline Rf value: 0.1 (silica gel, methylene chloride/methanol=10:1) C29H29N3O3 Starting materials: C1CCOC1, CC(C)OC(=O)N=NC(=O)OC(C)C, O, Oc1ccccc1, c1ccc(P(c2ccccc2)c2ccccc2)cc1, Nc1nc(C#CCCCc2ccccc2)cn2nc(-c3ccco3)nc12. The product is Nc1nc(C#CCOc2ccccc2)cn2nc(-c3ccco3)nc12. Reaction SMILES: [CH2:67]1[O:68][CH2:69][CH2:70][CH2:71]1.[O:53]=[C:54]([O:55][CH:56]([CH3:57])[CH3:58])[N:59]=[N:60][C:61]([O:62][CH:63]([CH3:64])[CH3:65])=[O:66].[OH2:72].[OH:1][c:2]1[cH:3][cH:4][cH:5][cH:6][cH:7]1.[c:34]1([P:35]([c:36]2[cH:37][cH:38][cH:39][cH:40][cH:41]2)[c:42]2[cH:43][cH:44][cH:45][cH:46][cH:47]2)[cH:48][cH:49][cH:50][cH:51][cH:52]1.[o:8]1[c:9](-[c:13]2[n:14][n:15]3[c:16]([c:17]([NH2:32])[n:18][c:19]([C:21]#[C:22][CH2:23][CH2:24][CH2:25][c:26]4[cH:27][cH:28][cH:29][cH:30][cH:31]4)[cH:20]3)[n:33]2)[cH:10][cH:11][cH:12]1>>[O:1]([c:2]1[cH:3][cH:4][cH:5][cH:6][cH:7]1)[CH2:23][C:22]#[C:21][c:19]1[n:18][c:17]([NH2:32])[c:16]2[n:15]([n:14][c:13](-[c:9]3[o:8][cH:12][cH:11][cH:10]3)[n:33]2)[cH:20]1.